This data is from the Open Reaction Database (ORD), a public repository of structured organic reaction records. The task is: describe an organic reaction: reactants, conditions, products, and yield Starting materials: COC1=C(C=CC=C1)CN ((2-methoxyphenyl)methylamine), C(C1=CC=CC=C1)(=O)O[C@H]1[C@@H](O[C@@H]([C@H]1OC(C1=CC=CC=C1)=O)COC(C1=CC=CC=C1)=O)N1C2=NC(=NC(=C2N=C1)Cl)Cl (9-(2,3,5-tri- O-benzoyl-β-D-ribofuranosyl)-2,6-dichloro-9H-purine), N (ammonia). Product: ClC=1N=C(C=2N=CN([C@H]3[C@H](O)[C@H](O)[C@@H](CO)O3)C2N1)NCC1=C(C=CC=C1)OC (2-chloro- N-[(2-methoxyphenyl)methyl]adenosine). Isolated yield 45.9%. As a reaction SMILES: [CH3:1][O:2][C:3]1[CH:8]=[CH:7][CH:6]=[CH:5][C:4]=1[CH2:9][NH2:10].C([O:19][C@@H:20]1[C@H:24]([O:25]C(=O)C2C=CC=CC=2)[C@@H:23]([CH2:34][O:35]C(=O)C2C=CC=CC=2)[O:22][C@H:21]1[N:44]1[CH:52]=[N:51][C:50]2[C:45]1=[N:46][C:47]([Cl:54])=[N:48][C:49]=2Cl)(=O)C1C=CC=CC=1.N>>[Cl:54][C:47]1[N:48]=[C:49]([NH:10][CH2:9][C:4]2[CH:5]=[CH:6][CH:7]=[CH:8][C:3]=2[O:2][CH3:1])[C:50]2[N:51]=[CH:52][N:44]([C:45]=2[N:46]=1)[C@@H:21]1[O:22][C@H:23]([CH2:34][OH:35])[C@@H:24]([OH:25])[C@H:20]1[OH:19]. Procedure details: The title compound was prepared by reacting (2-methoxyphenyl)methylamine (0.55 g, 4.0 mmol) with 9-(2,3,5-tri- O-benzoyl-β-D-ribofuranosyl)-2,6-dichloro-9H-purine (1.01 g, 1.6 mmol), followed by debenzoylation of the purified product using methanolic ammonia to provide the title 2-chloro- N-[(2-methoxyphenyl)methyl]adenosine (0.31 g, 45%)(after column chromatography) as a solid, mp 116°-119° C., 1H NMR (DMSO-d6)δ 3.51-3.60 (1H, m, H-5'a), 3.61-3.70 (1H, m, H-5'b), 3.95 (1H, q, H-4'), 4.13 (1H, m... Reactants: [H-].[Na+] (NaH), FC1=CC=C2C(C(NC2=C1)=O)=O (6-fluoroindoline-2,3-dione), BrCC(=O)OC(C)(C)C (tert-butyl 2-bromoacetate). The solvent is CN(C)C=O (DMF). Reaction conditions: time 10 minute. The product is FC1=CC=C2C(C(N(C2=C1)CC(=O)OC(C)(C)C)=O)=O (tert-butyl 2-(6-fluoro-2,3-dioxoindolin-1-yl)acetate). Yield: 65.0%. Reaction SMILES: [F:1][C:2]1[CH:10]=[C:9]2[C:5]([C:6](=[O:12])[C:7](=[O:11])[NH:8]2)=[CH:4][CH:3]=1.[H-].[Na+].Br[CH2:16][C:17]([O:19][C:20]([CH3:23])([CH3:22])[CH3:21])=[O:18]>CN(C=O)C>[F:1][C:2]1[CH:10]=[C:9]2[C:5]([C:6](=[O:12])[C:7](=[O:11])[N:8]2[CH2:16][C:17]([O:19][C:20]([CH3:23])([CH3:22])[CH3:21])=[O:18])=[CH:4][CH:3]=1 |f:1.2|. Procedure details: A solution of 6-fluoroindoline-2,3-dione (2 g, 12.11 mmol) in dry DMF (100 ml) was cooled to 0° C., and NaH (60% w/w dispersion in mineral oil; 0.484 g, 12.11 mmol) was added portion wise over 10 minutes. The mixture was stirred at the same temperature for 10 minutes, then tert-butyl 2-bromoacetate (1.788 ml, 12.11 mmol) was added drop wise. The mixture was left warm to room temperature and stirred for 2 hours. DMF was evaporated under vacuum, and the crude was portioned between ethyl acetate (5... Reactants: CCOC(=O)CCN(C)C(=O)c1ccc(NC(c2oc3ccc(OCc4ccccc4)cc3c2C)C(C)C)cn1, CCO, [Na+], [OH-]. Yields the product Cc1c(C(Nc2ccc(C(=O)N(C)CCC(=O)O)nc2)C(C)C)oc2ccc(OCc3ccccc3)cc12. RXN SMILES: [CH2:1]([c:2]1[cH:3][cH:4][cH:5][cH:6][cH:7]1)[O:8][c:9]1[cH:10][cH:11][c:12]2[c:13]([c:14]([CH3:39])[c:15]([CH:17]([CH:18]([CH3:19])[CH3:20])[NH:21][c:22]3[cH:23][cH:24][c:25]([C:28](=[O:29])[N:30]([CH2:31][CH2:32][C:33](=[O:34])[O:35][CH2:36][CH3:37])[CH3:38])[n:26][cH:27]3)[o:16]2)[cH:40]1.[CH3:43][CH2:44][OH:45].[Na+:42].[OH-:41]>>[CH2:1]([c:2]1[cH:3][cH:4][cH:5][cH:6][cH:7]1)[O:8][c:9]1[cH:10][cH:11][c:12]2[c:13]([c:14]([CH3:39])[c:15]([CH:17]([CH:18]([CH3:19])[CH3:20])[NH:21][c:22]3[cH:23][cH:24][c:25]([C:28](=[O:29])[N:30]([CH2:31][CH2:32][C:33](=[O:34])[OH:35])[CH3:38])[n:26][cH:27]3)[o:16]2)[cH:40]1. Starting materials: [Li]C(C)(C)C, Cc1cc(OCc2ccccc2)c(C=O)c(C)n1, CCCCc1ccc(Br)cc1, [Cl-], [NH4+], C1CCOC1. Yields the product CCCCc1ccc(C(O)c2c(OCc3ccccc3)cc(C)nc2C)cc1. Reaction SMILES: [C:12]([Li:13])([CH3:14])([CH3:15])[CH3:16].[CH2:17]([c:18]1[cH:19][cH:20][cH:21][cH:22][cH:23]1)[O:24][c:25]1[c:26]([CH:33]=[O:34])[c:27]([CH3:32])[n:28][c:29]([CH3:31])[cH:30]1.[CH2:1]([CH2:2][CH2:3][CH3:4])[c:5]1[cH:6][cH:7][c:8]([Br:11])[cH:9][cH:10]1.[Cl-:35].[NH4+:36].[O:37]1[CH2:38][CH2:39][CH2:40][CH2:41]1>>[CH2:1]([CH2:2][CH2:3][CH3:4])[c:5]1[cH:6][cH:7][c:8]([CH:33]([c:26]2[c:25]([O:24][CH2:17][c:18]3[cH:19][cH:20][cH:21][cH:22][cH:23]3)[cH:30][c:29]([CH3:31])[n:28][c:27]2[CH3:32])[OH:34])[cH:9][cH:10]1. Yields the product ClC=1C=CC(=C(C1)C1=CC=C(C=C1)C(CCC(=O)O)O)C (4-(5'-Chloro-2'-methyl-4-biphenylyl)-4-hydroxy-butyric acid). Run in C(C)(=O)OCC (ethyl acetate). The yield is 90.0%. Reported procedure: Prepared analogous to Example 25 from 4-(5'-chloro-2'-methyl-4-biphenylyl)-4-oxo-butyric acid. Yield: 90% of theory. Melting point of the cyclohexylamine salt: 114°-115° C. (from ethyl acetate). Reactants: ClC=1C=CC(=C(C1)C1=CC=C(C=C1)C(CCC(=O)O)=O)C (4-(5'-chloro-2'-methyl-4-biphenylyl)-4-oxo-butyric acid), C1(CCCCC1)N (cyclohexylamine). As a reaction SMILES: [Cl:1][C:2]1[CH:3]=[CH:4][C:5]([CH3:21])=[C:6]([C:8]2[CH:13]=[CH:12][C:11]([C:14](=[O:20])[CH2:15][CH2:16][C:17]([OH:19])=[O:18])=[CH:10][CH:9]=2)[CH:7]=1.C1(N)CCCCC1>C(OCC)(=O)C>[Cl:1][C:2]1[CH:3]=[CH:4][C:5]([CH3:21])=[C:6]([C:8]2[CH:9]=[CH:10][C:11]([CH:14]([OH:20])[CH2:15][CH2:16][C:17]([OH:19])=[O:18])=[CH:12][CH:13]=2)[CH:7]=1.